Dataset: the Open Reaction Database (ORD), a public repository of structured organic reaction records. Task: describe an organic reaction: reactants, conditions, products, and yield The reactants are C1(=CC=CC=C1)O (phenol), N1=C(N)N=C(N)N=C1N (melamine), C=O (formaldehyde). Reaction conditions: temperature 170 celsius. Product: N1=C(N)N=C(N)N=C1N.C=O.C1(=CC=CC=C1)O (Melamine Phenol-Formaldehyde). RXN SMILES: [C:1]1([OH:7])[CH:6]=[CH:5][CH:4]=[CH:3][CH:2]=1.[N:8]1[C:15]([NH2:16])=[N:14][C:12]([NH2:13])=[N:11][C:9]=1[NH2:10].C=O>>[N:8]1[C:15]([NH2:16])=[N:14][C:12]([NH2:13])=[N:11][C:9]=1[NH2:10].[CH2:1]=[O:7].[C:1]1([OH:7])[CH:6]=[CH:5][CH:4]=[CH:3][CH:2]=1 |f:3.4.5|. Procedure details: The process for Example 3 is initiated by charging 221.5 g phenol (2.35 moles), 31.9 g melamine (0.25 moles), 36.6 g of 50% formaldehyde (0.61 moles) into a reaction vessel to form a reaction mixture, heating the reaction mixture under distillation mode until distillation starts around 115-120° C., gradually increasing the temperature up to about 170° C. while water and phenol are removed atmospherically. Then, applying a vacuum gradually until most of non-reacted phenol is removed, and water sp... Starting materials: Brc1cccc2c1OCC2, O, Cc1ccc(S(=O)(=O)O)cc1. Product: Cc1ccc(S(=O)(=O)c2cc(Br)c3c(c2)CCO3)cc1. As a reaction SMILES: [Br:1][c:2]1[cH:3][cH:4][cH:5][c:6]2[c:10]1[O:9][CH2:8][CH2:7]2.[OH2:11].[c:12]1([CH3:22])[cH:13][cH:14][c:15]([S:18](=[O:19])(=[O:20])[OH:21])[cH:16][cH:17]1>>[Br:1][c:2]1[cH:3][c:4]([S:18]([c:15]2[cH:14][cH:13][c:12]([CH3:22])[cH:17][cH:16]2)(=[O:19])=[O:20])[cH:5][c:6]2[c:10]1[O:9][CH2:8][CH2:7]2. Reactants: FC1=C(C=CC(=C1)B1OC(C(O1)(C)C)(C)C)C=1N=CC(=NC1)N (5-(2-fluoro-4-(4,4,5,5-tetramethyl-1,3,2-dioxaborolan-2-yl)phenyl)-pyrazin-2-amine), BrC1=C(C=CC=C1)S(=O)(=O)N1CC(NCC1)=O (4-((2-bromophenyl)sulfonyl)piperazin-2-one). Yields the product NC=1N=CC(=NC1)C1=C(C=C(C=C1)C1=C(C=CC=C1)S(=O)(=O)N1CC(NCC1)=O)F (4-{[4′-(5-Aminopyrazin-2-yl)-3′-fluorobiphenyl-2-yl]sulfonyl}piperazin-2-one). As a reaction SMILES: [F:1][C:2]1[CH:7]=[C:6](B2OC(C)(C)C(C)(C)O2)[CH:5]=[CH:4][C:3]=1[C:17]1[N:18]=[CH:19][C:20]([NH2:23])=[N:21][CH:22]=1.Br[C:25]1[CH:30]=[CH:29][CH:28]=[CH:27][C:26]=1[S:31]([N:34]1[CH2:39][CH2:38][NH:37][C:36](=[O:40])[CH2:35]1)(=[O:33])=[O:32]>>[NH2:23][C:20]1[N:21]=[CH:22][C:17]([C:3]2[CH:4]=[CH:5][C:6]([C:25]3[CH:30]=[CH:29][CH:28]=[CH:27][C:26]=3[S:31]([N:34]3[CH2:39][CH2:38][NH:37][C:36](=[O:40])[CH2:35]3)(=[O:33])=[O:32])=[CH:7][C:2]=2[F:1])=[N:18][CH:19]=1. Procedure details: The title compound was prepared in a manner similar to that described in Example 448 using 5-(2-fluoro-4-(4,4,5,5-tetramethyl-1,3,2-dioxaborolan-2-yl)phenyl)-pyrazin-2-amine and 4-((2-bromophenyl)sulfonyl)piperazin-2-one. MS (ESI): mass calcd. for C20H18FN5O3S, 427.11; m/z found, 428.2 [M+H]+. 1H NMR (400 MHz, CD3OD) δ 8.37 (s, 1H), 8.27 (d, J=1.4, 1H), 8.17-8.13 (m, 1H), 7.98 (m, 1H), 7.77-7.72 (m, 1H), 7.67-7.62 (m, 1H), 7.47-7.43 (m, 1H), 7.34-7.26 (m, 2H), 3.39 (s, 2H), 3.14 (s, 4H). Starting materials: CO[Si](CCCNCCC[Si](OC)(OC)OC)(OC)OC (bis(3-(trimethoxysilyl)propyl)amine), C(C)(C)N=C=NC(C)C (diisopropylcarbodiimide), amine. Reaction conditions: time 2 hour. Yields the product CO[Si](CCCN(C(=NC(C)C)NC(C)C)CCC[Si](OC)(OC)OC)(OC)OC (1,1-bis(3-(trimethoxysilyl)propyl)-2,3-diisopropylguanidine). Reaction SMILES: [CH3:1][O:2][Si:3]([O:20][CH3:21])([O:18][CH3:19])[CH2:4][CH2:5][CH2:6][NH:7][CH2:8][CH2:9][CH2:10][Si:11]([O:16][CH3:17])([O:14][CH3:15])[O:12][CH3:13].[CH:22]([N:25]=[C:26]=[N:27][CH:28]([CH3:30])[CH3:29])([CH3:24])[CH3:23]>>[CH3:15][O:14][Si:11]([O:16][CH3:17])([O:12][CH3:13])[CH2:10][CH2:9][CH2:8][N:7]([CH2:6][CH2:5][CH2:4][Si:3]([O:20][CH3:21])([O:18][CH3:19])[O:2][CH3:1])[C:26]([NH:27][CH:28]([CH3:30])[CH3:29])=[N:25][CH:22]([CH3:24])[CH3:23]. Reported procedure: A mixture of 30.84 g of bis(3-(trimethoxysilyl)propyl)amine (0.0903 mol) and of 13.68 g of diisopropylcarbodiimide (0.1084 mol, 20% excess) was heated for 31 h at 110° C. (amine conversion of 94%). The final colorless mixture was devolatilized at 100° C. under 2 mbar for 2 h to give 42 g of a colorless, low-viscosity liquid corresponding to the expected guanidine, containing 4% of the initial amine. Starting materials: C1(=CC=C(C=C1)N1CCNCC1)C (1-(p-tolyl)piperazine), CCN(C(C)C)C(C)C (DiPEA), BrC1=CC=CC(=N1)\C=C/1\C(NC(S1)=O)=O ((Z)-5-((6-bromopyridin-2-yl)methylene)thiazolidine-2,4-dione). The solvent is CS(=O)C (DMSO). Conditions: temperature 110 celsius, time 48 hour. Yields the product C1(=CC=C(C=C1)N1CCN(CC1)C1=CC=CC(=N1)\C=C/1\C(NC(S1)=O)=O)C ((Z)-5-((6-(4-(p-tolyl)piperazin-1-yl)pyridin-2-yl)methylene)thiazolidine-2,4-dione). As a reaction SMILES: [C:1]1([CH3:13])[CH:6]=[CH:5][C:4]([N:7]2[CH2:12][CH2:11][NH:10][CH2:9][CH2:8]2)=[CH:3][CH:2]=1.CCN(C(C)C)C(C)C.Br[C:24]1[N:29]=[C:28](/[CH:30]=[C:31]2/[C:32](=[O:37])[NH:33][C:34](=[O:36])[S:35]/2)[CH:27]=[CH:26][CH:25]=1>CS(C)=O>[C:1]1([CH3:13])[CH:2]=[CH:3][C:4]([N:7]2[CH2:8][CH2:9][N:10]([C:24]3[N:29]=[C:28](/[CH:30]=[C:31]4/[C:32](=[O:37])[NH:33][C:34](=[O:36])[S:35]/4)[CH:27]=[CH:26][CH:25]=3)[CH2:11][CH2:12]2)=[CH:5][CH:6]=1. Reported procedure: An 8 mL round bottomed vial was charged with 1-(p-tolyl)piperazine (56 mg, 0.318 mmol, 1 equiv.) and DMSO (1 mL, 0.3 M), DiPEA (105 μL, 0.636 mmol, 2 equiv.), (Z)-5-((6-bromopyridin-2-yl)methylene)thiazolidine-2,4-dione (91 mg, 0.318 mmol, 1 equiv.), and the vial was purged with argon. The mixture was shaken for 48 h at 110° C. The reaction mixture was then partitioned between CH2Cl2 (10 mL) and sat. NaCl (20 mL). The aqueous layer was back extracted with CH2Cl2 (2×15 mL) and the combined organi... The reactants are CCCCCCC(=O)NN, CCCCCCCCCCOc1ccc2cc(C(=O)Cl)ccc2c1, C1COCCO1, O, c1ccncc1. The product is CCCCCCCCCCOc1ccc2cc(C(=O)NNC(=O)CCCCCC)ccc2c1. RXN SMILES: [C:1]([CH2:2][CH2:3][CH2:4][CH2:5][CH2:6][CH3:7])(=[O:8])[NH:9][NH2:10].[CH2:11]([CH2:12][CH2:13][CH2:14][CH2:15][CH2:16][CH2:17][CH2:18][CH2:19][CH3:20])[O:21][c:22]1[cH:23][c:24]2[cH:25][cH:26][c:27]([C:32](=[O:33])[Cl:34])[cH:28][c:29]2[cH:30][cH:31]1.[O:35]1[CH2:36][CH2:37][O:38][CH2:39][CH2:40]1.[OH2:47].[cH:41]1[cH:42][cH:43][n:44][cH:45][cH:46]1>>[C:1]([CH2:2][CH2:3][CH2:4][CH2:5][CH2:6][CH3:7])(=[O:8])[NH:9][NH:10][C:32]([c:27]1[cH:26][cH:25][c:24]2[cH:23][c:22]([O:21][CH2:11][CH2:12][CH2:13][CH2:14][CH2:15][CH2:16][CH2:17][CH2:18][CH2:19][CH3:20])[cH:31][cH:30][c:29]2[cH:28]1)=[O:33].